Task: describe an organic reaction: reactants, conditions, products, and yield. Dataset: the Open Reaction Database (ORD), a public repository of structured organic reaction records Reactants: [Al+3], C1CCOC1, COc1cc(Cl)cc(C(=O)O)c1, Cl, [H-], [H-], [H-], [H-], [Li+]. Yields the product COc1cc(Cl)cc(CO)c1. RXN SMILES: [Al+3:14].[CH2:20]1[O:21][CH2:22][CH2:23][CH2:24]1.[Cl:1][c:2]1[cH:3][c:4]([C:5](=[O:6])[OH:7])[cH:8][c:9]([O:11][CH3:12])[cH:10]1.[ClH:19].[H-:13].[H-:16].[H-:17].[H-:18].[Li+:15]>>[Cl:1][c:2]1[cH:3][c:4]([CH2:5][OH:6])[cH:8][c:9]([O:11][CH3:12])[cH:10]1. Reaction SMILES: [NH2:1][C:2]1[CH:11]=[CH:10][CH:9]=[C:8]([O:12][CH3:13])[C:3]=1[C:4]([O:6]C)=O.[C:14]([C:20]([O:22][CH3:23])=[O:21])#[C:15][C:16]([O:18][CH3:19])=[O:17].CC(C)([O-])C.[K+]>C(O)(C)(C)C>[OH:6][C:4]1[C:3]2[C:2](=[CH:11][CH:10]=[CH:9][C:8]=2[O:12][CH3:13])[N:1]=[C:15]([C:16]([O:18][CH3:19])=[O:17])[C:14]=1[C:20]([O:22][CH3:23])=[O:21] |f:2.3|. Product: OC1=C(C(=NC2=CC=CC(=C12)OC)C(=O)OC)C(=O)OC (Dimethyl 4-hydroxy-5-methoxyquinoline-2,3-dicarboxylate). Isolated yield 65.0%. Procedure details: A solution of methyl 2-amino-6-methoxybenzoate ((1.30 g, 7.17 mM) and dimethyl acetylenedicarboxylate (1.17 g, 8.23 mM) in t-butanol (11 mL) was refluxed under a nitrogen atmosphere for 4 hr. The reaction mixture was cooled to room temperature, potassium t-butoxide (0.92 g, 8.23 mM) was added, and the resulting mixture was heated to 90° C. for 1.5 hr during which solids precipitated out of solution. The mixture was cooled to room temperature, filtered and the collected solids were dissolved in w... Starting materials: NC1=C(C(=O)OC)C(=CC=C1)OC (methyl 2-amino-6-methoxybenzoate), C(#CC(=O)OC)C(=O)OC (dimethyl acetylenedicarboxylate), CC(C)([O-])C.[K+] (potassium t-butoxide). Run in C(C)(C)(C)O (t-butanol). Reactants: solution, Cl (hydrogen chloride), C(#N)[BH3-].[Na+] (sodium cyanoborohydride), C(C)(C)(C)OC(=O)[C@@H](C\C=C\C1=CC=CC=C1)[C@H](C(=O)NN)CC(C)C ((E)-2(R)-[1(S)-(tert-butoxycarbonyl)-4-phenyl-3-butenyl]-4-methylvalerohydrazide), C(C(C)C)=O (isobutyraldehyde), C1(=CC=C(C=C1)S(=O)(=O)O)C (4-toluenesulphonic acid). Run in O1CCOCC1 (dioxane), ClCCl (dichloromethane). The product is C(C)(C)(C)OC(=O)[C@@H](C\C=C\C1=CC=CC=C1)[C@H](C(=O)NN(S(=O)(=O)C)CC(C)C)CC(C)C ((E)-2(R)-[1(S)-(tert-butoxycarbonyl)-4-phenyl-3-butenyl]-2′-isobutyl-2′-(methanesulphonyl)-4-methylvalerohydrazide). Reaction SMILES: [C:1]([O:5][C:6]([C@H:8]([C@@H:18]([CH2:23][CH:24]([CH3:26])[CH3:25])[C:19]([NH:21][NH2:22])=[O:20])[CH2:9]/[CH:10]=[CH:11]/[C:12]1[CH:17]=[CH:16][CH:15]=[CH:14][CH:13]=1)=[O:7])([CH3:4])([CH3:3])[CH3:2].[CH:27](=O)[CH:28]([CH3:30])[CH3:29].C1(C)C=C[C:35]([S:38](O)(=[O:40])=[O:39])=CC=1.C([BH3-])#N.[Na+].Cl>ClCCl.O1CCOCC1>[C:1]([O:5][C:6]([C@H:8]([C@@H:18]([CH2:23][CH:24]([CH3:26])[CH3:25])[C:19]([NH:21][N:22]([CH2:27][CH:28]([CH3:30])[CH3:29])[S:38]([CH3:35])(=[O:40])=[O:39])=[O:20])[CH2:9]/[CH:10]=[CH:11]/[C:12]1[CH:17]=[CH:16][CH:15]=[CH:14][CH:13]=1)=[O:7])([CH3:4])([CH3:3])[CH3:2] |f:3.4|. Reported procedure: A solution of 0.60 g of (E)-2(R)-[1(S)-(tert-butoxycarbonyl)-4-phenyl-3-butenyl]-4-methylvalerohydrazide, 0.166 ml isobutyraldehyde and a crystal of 4-toluenesulphonic acid in 10 ml of dichloromethane was stirred for 1 hour over 4 Å molecular sieves. The mixture was filtered and the solvent was evaporated and replaced with 10 ml of methanol. A few crystals of bromocresol green were added to give a yellow solution. To this was added 0.116 g of sodium cyanoborohydride in small batches. The yellow ... The reactants are FC(CC(=O)NC1=CC=CC=C1)=C(F)F (3,4,4-trifluoro-N-phenyl-3-butenamide), P12(=S)SP3(=S)SP(=S)(S1)SP(=S)(S2)S3 (phosphorus pentasulfide). The solvent is C1CCOC1 (THF). The product is FC(CC(NC1=CC=CC=C1)=S)=C(F)F (3,4,4-trifluoro-N-phenyl-3-butenethioamide). Isolated yield 60.5%. Reaction SMILES: [F:1][C:2](=[C:13]([F:15])[F:14])[CH2:3][C:4]([NH:6][C:7]1[CH:12]=[CH:11][CH:10]=[CH:9][CH:8]=1)=O.P12(SP3(SP(SP(S3)(S1)=S)(=S)S2)=S)=[S:17]>C1COCC1>[F:1][C:2](=[C:13]([F:15])[F:14])[CH2:3][C:4](=[S:17])[NH:6][C:7]1[CH:12]=[CH:11][CH:10]=[CH:9][CH:8]=1. Procedure: A mixture of 3,4,4-trifluoro-N-phenyl-3-butenamide (1.0 g, 4.65 mmol) and phosphorus pentasulfide (2.07 g, 4.65 mmol) in anhyd. THF (100 mL) was heated at reflux under nitrogen for 1 hour. The reaction mixture was cooled to r.t. and filtered. The filtrate was concentrated and the residue was chromatographed over silica gel (dichloromethane/hexanes, 80/20) to give 0.65 g (60%) of the desired compound as a pale yellow solid. m.p. 65°-67° C. The reactants are COC(=O)c1ccc(COc2cc(C)c(C)cc2N)c(C)c1, Cc1ccc(S(=O)(=O)Cl)o1, CCOC(C)=O, O, c1ccncc1. Product: COC(=O)c1ccc(COc2cc(C)c(C)cc2NS(=O)(=O)c2ccc(C)o2)c(C)c1. Reaction SMILES: [CH3:1][O:2][C:3]([c:4]1[cH:5][c:6]([CH3:21])[c:7]([CH2:10][O:11][c:12]2[c:13]([NH2:20])[cH:14][c:15]([CH3:19])[c:16]([CH3:18])[cH:17]2)[cH:8][cH:9]1)=[O:22].[CH3:23][c:24]1[cH:25][cH:26][c:27]([S:29](=[O:30])(=[O:31])[Cl:32])[o:28]1.[CH3:33][CH2:34][O:35][C:36](=[O:37])[CH3:38].[OH2:39].[cH:40]1[cH:41][cH:42][n:43][cH:44][cH:45]1>>[CH3:1][O:2][C:3]([c:4]1[cH:5][c:6]([CH3:21])[c:7]([CH2:10][O:11][c:12]2[c:13]([NH:20][S:29]([c:27]3[cH:26][cH:25][c:24]([CH3:23])[o:28]3)(=[O:30])=[O:31])[cH:14][c:15]([CH3:19])[c:16]([CH3:18])[cH:17]2)[cH:8][cH:9]1)=[O:22]. Starting materials: Cl.C1(CC1)COC1=C(C=C(C=C1)OC)C1=C2C(=NC=C1)C(=C(N2)C)C(=O)NC2CCNCC2 (7-[2-(cyclopropylmethoxy)-5-methoxyphenyl]-2-methyl-N-(piperidin-4-yl)-1H-pyrrolo[3,2-b]pyridine-3-carboxamide hydrochloride), COCC(=O)Cl (methoxy-acetyl chloride). The product is C1(CC1)COC1=C(C=C(C=C1)OC)C1=C2C(=NC=C1)C(=C(N2)C)C(=O)NC2CCN(CC2)C(COC)=O (7-[2-(cyclopropylmethoxy)-5-methoxyphenyl]-N-[1-(methoxyacetyl)piperidin-4-yl]-2-methyl-1H-pyrrolo[3,2-b]pyridine-3-carboxamide). As a reaction SMILES: Cl.[CH:2]1([CH2:5][O:6][C:7]2[CH:12]=[CH:11][C:10]([O:13][CH3:14])=[CH:9][C:8]=2[C:15]2[CH:20]=[CH:19][N:18]=[C:17]3[C:21]([C:25]([NH:27][CH:28]4[CH2:33][CH2:32][NH:31][CH2:30][CH2:29]4)=[O:26])=[C:22]([CH3:24])[NH:23][C:16]=23)[CH2:4][CH2:3]1.[CH3:34][O:35][CH2:36][C:37](Cl)=[O:38]>>[CH:2]1([CH2:5][O:6][C:7]2[CH:12]=[CH:11][C:10]([O:13][CH3:14])=[CH:9][C:8]=2[C:15]2[CH:20]=[CH:19][N:18]=[C:17]3[C:21]([C:25]([NH:27][CH:28]4[CH2:29][CH2:30][N:31]([C:37](=[O:38])[CH2:36][O:35][CH3:34])[CH2:32][CH2:33]4)=[O:26])=[C:22]([CH3:24])[NH:23][C:16]=23)[CH2:4][CH2:3]1 |f:0.1|. Procedure: Starting from 7-[2-(cyclopropylmethoxy)-5-methoxyphenyl]-2-methyl-N-(piperidin-4-yl)-1H-pyrrolo[3,2-b]pyridine-3-carboxamide hydrochloride (example D.f14) and commercially available methoxy-acetyl chloride the title compound is obtained as colorless solid. The reactants are [Br-], OB(O)c1cccc(Oc2ccc(F)cc2)c1, O=C1NCCc2c(-c3ccccc3)[nH]c3cccc1c23. Product: O=C1NCCc2c(-c3cccc(Oc4ccc(F)cc4)c3)[nH]c3cccc1c23. Reaction SMILES: [Br-:21].[F:22][c:23]1[cH:24][cH:25][c:26]([O:27][c:28]2[cH:29][c:30]([B:31]([OH:32])[OH:33])[cH:34][cH:35][cH:36]2)[cH:37][cH:38]1.[c:1]1(-[c:7]2[nH:8][c:9]3[cH:10][cH:11][cH:12][c:13]4[c:14]3[c:15]2[CH2:16][CH2:17][NH:18][C:19]4=[O:20])[cH:2][cH:3][cH:4][cH:5][cH:6]1>>[c:1]1(-[c:7]2[nH:8][c:9]3[cH:10][cH:11][cH:12][c:13]4[c:14]3[c:15]2[CH2:16][CH2:17][NH:18][C:19]4=[O:20])[cH:2][cH:3][cH:4][c:5]([O:27][c:26]2[cH:25][cH:24][c:23]([F:22])[cH:38][cH:37]2)[cH:6]1. The reactants are C(C)(=O)O[C@@H]1[C@H](O[C@@H]([C@@H]([C@H]1OC(C)=O)OC(C)=O)O[C@@H]1[C@H]([C@@H](O[C@@H]([C@@H]1OC)NC1=CC(C=2C(=C3C([C@@]4([C@@H](CC5=C([C@@]4(C(C3=CC2C1=O)=O)O)C(=C(C(=C5)C)C(=O)OC)O)O)OC)=O)O)=O)C)OC)COC(C)=O ((2R,3R,4S,5R,6R)-2-(acetoxymethyl)-6-((2S,3S,4R,5R,6S)-3,5-dimethoxy-2-methyl-6-((6R,6aS,14aR)-1,6,8,14a-tetrahydroxy-6a-methoxy-2-(methoxycarbonyl)-3-methyl-7,9,12,14-tetraoxo-5,6,6a,7,9,12,14,14a-octahydrobenzo[a]tetracen-11-ylamino)tetrahydro-2H-pyran-4-yloxy)tetrahydro-2H-pyran-3,4,5-triyl triacetate), C([O-])([O-])=O.[K+].[K+] (potassium carbonate). Solvent: CO (methanol). Reaction conditions: time 4 hour. Product: CO[C@H]1[C@H](O[C@H]([C@@H]([C@H]1O[C@@H]1O[C@@H]([C@H]([C@@H]([C@H]1O)O)O)CO)OC)C)NC1=CC(C=2C(=C3C([C@@]4([C@@H](CC5=C([C@@]4(C(C3=CC2C1=O)=O)O)C(=C(C(=C5)C)C(=O)OC)O)O)OC)=O)O)=O ((6R,6aS,14aR)-methyl 11-((2S,3R,4R,5S,6S)-3,5-dimethoxy-6-methyl-4-((2S,3R,4S,5S,6R)-3,4,5-trihydroxy-6-(hydroxymethyl)tetrahydro-2H-pyran-2-yloxy)tetrahydro-2H-pyran-2-ylamino)-1,6,8,14a-tetrahydroxy-6a-methoxy-3-methyl-7,9,12,14-tetraoxo-5,6,6a,7,9,12,14,14a-octahydrobenzo[a]tetracene-2-carboxylate). Yield: 48.7%. Reaction SMILES: C([O:4][C@H:5]1[C@H:10]([O:11]C(=O)C)[C@@H:9]([O:15]C(=O)C)[C@@H:8]([O:19][C@H:20]2[C@@H:25]([O:26][CH3:27])[C@@H:24]([NH:28][C:29]3[C:46](=[O:47])[C:45]4[CH:44]=[C:43]5[C:34]([C:35](=[O:63])[C@@:36]6([O:61][CH3:62])[C@@:41]([OH:49])([C:42]5=[O:48])[C:40]5[C:50]([OH:59])=[C:51]([C:55]([O:57][CH3:58])=[O:56])[C:52]([CH3:54])=[CH:53][C:39]=5[CH2:38][C@H:37]6[OH:60])=[C:33]([OH:64])[C:32]=4[C:31](=[O:65])[CH:30]=3)[O:23][C@@H:22]([CH3:66])[C@@H:21]2[O:67][CH3:68])[O:7][C@@H:6]1[CH2:69][O:70]C(=O)C)(=O)C.C(=O)([O-])[O-].[K+].[K+]>CO>[CH3:27][O:26][C@@H:25]1[C@H:20]([O:19][C@H:8]2[C@H:9]([OH:15])[C@@H:10]([OH:11])[C@H:5]([OH:4])[C@@H:6]([CH2:69][OH:70])[O:7]2)[C@@H:21]([O:67][CH3:68])[C@H:22]([CH3:66])[O:23][C@@H:24]1[NH:28][C:29]1[C:46](=[O:47])[C:45]2[CH:44]=[C:43]3[C:34]([C:35](=[O:63])[C@@:36]4([O:61][CH3:62])[C@@:41]([OH:49])([C:42]3=[O:48])[C:40]3[C:50]([OH:59])=[C:51]([C:55]([O:57][CH3:58])=[O:56])[C:52]([CH3:54])=[CH:53][C:39]=3[CH2:38][C@H:37]4[OH:60])=[C:33]([OH:64])[C:32]=2[C:31](=[O:65])[CH:30]=1 |f:1.2.3|. Procedure details: A mixture of (2R,3R,4S,5R,6R)-2-(acetoxymethyl)-6-((2S,3S,4R,5R,6S)-3,5-dimethoxy-2-methyl-6-((6R,6aS,14aR)-1,6,8,14a-tetrahydroxy-6a-methoxy-2-(methoxycarbonyl)-3-methyl-7,9,12,14-tetraoxo-5,6,6a,7,9,12,14,14a-octahydrobenzo[a]tetracen-11-ylamino)tetrahydro-2H-pyran-4-yloxy)tetrahydro-2H-pyran-3,4,5-triyl triacetate (44 mg, 0.043 mmol) and potassium carbonate (24 mg, 0.17 mmol) in methanol (4 mL) was stirred at room temperature under nitrogen for 4 h. The reaction mixture was concentrated under...